From a dataset of the Open Reaction Database (ORD), a public repository of structured organic reaction records. describe an organic reaction: reactants, conditions, products, and yield Reactants: Cl.C(C)N=C=NCCCN(C)C (1-ethyl-3-(3-dimethylaminopropyl)carbodiimide hydrochloride), N([C@@H](CC1=CC=C(C=C1)OC(C)(C)C)C(=O)O)C(=O)OCC1=CC=CC=C1 (Z-Tyr(t-Bu)-OH), ON1N=NC2=C1C=CC=C2 (1-hydroxybenzotriazole), N([C@H](CCCNC(NS(=O)(=O)C1=CC=C(C)C=C1)=N)C(=O)N[C@@H](CC1=CC=CC=C1)C(=O)N(CCC(=O)OC(C)(C)C)C)C(=O)OCC1=CC=CC=C1 (Z-D-Arg(Tos)-Phe-MeβAla-O-t-Bu). The reagents and catalysts are [Pd] (Pd-C). The solvent is CO (methanol). Run at temperature -10 celsius, time 4 hour. The product is N([C@@H](CC1=CC=C(C=C1)OC(C)(C)C)C(=O)N[C@H](CCCNC(NS(=O)(=O)C1=CC=C(C)C=C1)=N)C(=O)N[C@@H](CC1=CC=CC=C1)C(=O)N(CCC(=O)OC(C)(C)C)C)C(=O)OCC1=CC=CC=C1 (Z-Tyr(t-Bu)-DArg(Tos)-Phe-MeβAla-O-t-Bu). The yield is 77.7%. RXN SMILES: [NH:1]([C:44](OCC1C=CC=CC=1)=[O:45])[C@@H:2]([C:20]([NH:22][C@H:23]([C:31]([N:33]([CH3:43])[CH2:34][CH2:35][C:36]([O:38][C:39]([CH3:42])([CH3:41])[CH3:40])=[O:37])=[O:32])[CH2:24][C:25]1[CH:30]=[CH:29][CH:28]=[CH:27][CH:26]=1)=[O:21])[CH2:3][CH2:4][CH2:5][NH:6][C:7](=[NH:19])[NH:8][S:9]([C:12]1[CH:18]=[CH:17][C:15]([CH3:16])=[CH:14][CH:13]=1)(=[O:11])=[O:10].[NH:54]([C:71]([O:73][CH2:74][C:75]1[CH:80]=[CH:79][CH:78]=[CH:77][CH:76]=1)=[O:72])[C@H:55](C(O)=O)[CH2:56][C:57]1[CH:62]=[CH:61][C:60]([O:63][C:64]([CH3:67])([CH3:66])[CH3:65])=[CH:59][CH:58]=1.ON1C2C=CC=CC=2N=N1.Cl.C(N=C=NCCCN(C)C)C>CO.[Pd]>[NH:54]([C:71]([O:73][CH2:74][C:75]1[CH:76]=[CH:77][CH:78]=[CH:79][CH:80]=1)=[O:72])[C@H:55]([C:44]([NH:1][C@@H:2]([C:20]([NH:22][C@H:23]([C:31]([N:33]([CH3:43])[CH2:34][CH2:35][C:36]([O:38][C:39]([CH3:40])([CH3:42])[CH3:41])=[O:37])=[O:32])[CH2:24][C:25]1[CH:30]=[CH:29][CH:28]=[CH:27][CH:26]=1)=[O:21])[CH2:3][CH2:4][CH2:5][NH:6][C:7](=[NH:19])[NH:8][S:9]([C:12]1[CH:13]=[CH:14][C:15]([CH3:16])=[CH:17][CH:18]=1)(=[O:11])=[O:10])=[O:45])[CH2:56][C:57]1[CH:58]=[CH:59][C:60]([O:63][C:64]([CH3:67])([CH3:66])[CH3:65])=[CH:61][CH:62]=1 |f:3.4|. Procedure: Z-D-Arg(Tos)-Phe-MeβAla-O-t-Bu (31.9 g, 41.0 mmol) was dissolved in methanol (200 ml), and added with 5% Pd-C (water content: 50%, 32 g) as catalyst, and catalytic reduction was carried out for four hours to remove the protective group. After the catalyst was removed by filtration, the solvent was evaporated under reduced pressure, and then the residue was dissolved in dimethylformamide (100 ml). Z-Tyr(t-Bu)-OH (13.7 g, 36.9 mmol) and 1-hydroxybenzotriazole (5.54 g, 41.0 mmol) were dissolved in ... Starting materials: COC(=O)c1cc(COc2cccc(I)c2)c(C)o1, [Li+], C1CCOC1, [OH-], O. The product is Cc1oc(C(=O)O)cc1COc1cccc(I)c1. RXN SMILES: [CH3:1][O:2][C:3](=[O:4])[c:5]1[o:6][c:7]([CH3:19])[c:8]([CH2:10][O:11][c:12]2[cH:13][c:14]([I:18])[cH:15][cH:16][cH:17]2)[cH:9]1.[Li+:20].[O:23]1[CH2:24][CH2:25][CH2:26][CH2:27]1.[OH-:21].[OH2:22]>>[O:2]=[C:3]([OH:4])[c:5]1[o:6][c:7]([CH3:19])[c:8]([CH2:10][O:11][c:12]2[cH:13][c:14]([I:18])[cH:15][cH:16][cH:17]2)[cH:9]1. Reactants: BrB(Br)Br, COc1ccc2oc3cc(-c4ccccc4)c4c(c3c2c1)C(=O)NC4=O. Product: O=C1NC(=O)c2c1c(-c1ccccc1)cc1oc3ccc(O)cc3c21. Reaction SMILES: [B:27]([Br:28])([Br:29])[Br:30].[CH3:1][O:2][c:3]1[cH:4][cH:5][c:6]2[c:7]([cH:8]1)[c:9]1[c:10]3[c:14]([c:15](-[c:19]4[cH:20][cH:21][cH:22][cH:23][cH:24]4)[cH:16][c:17]1[o:18]2)[C:13](=[O:25])[NH:12][C:11]3=[O:26]>>[OH:2][c:3]1[cH:4][cH:5][c:6]2[c:7]([cH:8]1)[c:9]1[c:10]3[c:14]([c:15](-[c:19]4[cH:20][cH:21][cH:22][cH:23][cH:24]4)[cH:16][c:17]1[o:18]2)[C:13](=[O:25])[NH:12][C:11]3=[O:26]. Starting materials: C(C)OC(CCCCC=1C=C2C(=NC1N(C)S(=O)(=O)C)OC(=C2C(NCC)=O)C2=CC=C(C=C2)F)=O (5-[2-(4-Fluoro-phenyl)-6-(methanesulfonyl-methyl-amino)-3-ethylcarbamoyl-furo[2,3-b]pyridin-5-yl]-pentanoic acid ethyl ester), [Li+].[OH-] (LiOH). Run in CO (MeOH). Yields the product FC1=CC=C(C=C1)C1=C(C=2C(=NC(=C(C2)CCCCC(=O)O)N(S(=O)(=O)C)C)O1)C(NC)=O (5-(2-(4-fluorophenyl)-3-(methylcarbamoyl)-6-(N-methylmethylsulfonamido)furo[2,3-b]pyridin-5-yl)pentanoic acid). Reaction SMILES: C([O:3][C:4](=[O:36])[CH2:5][CH2:6][CH2:7][CH2:8][C:9]1[CH:10]=[C:11]2[C:23]([C:24](=[O:28])[NH:25][CH2:26]C)=[C:22]([C:29]3[CH:34]=[CH:33][C:32]([F:35])=[CH:31][CH:30]=3)[O:21][C:12]2=[N:13][C:14]=1[N:15]([S:17]([CH3:20])(=[O:19])=[O:18])[CH3:16])C.[Li+].[OH-]>CO>[F:35][C:32]1[CH:33]=[CH:34][C:29]([C:22]2[O:21][C:12]3=[N:13][C:14]([N:15]([CH3:16])[S:17]([CH3:20])(=[O:18])=[O:19])=[C:9]([CH2:8][CH2:7][CH2:6][CH2:5][C:4]([OH:36])=[O:3])[CH:10]=[C:11]3[C:23]=2[C:24](=[O:28])[NH:25][CH3:26])=[CH:30][CH:31]=1 |f:1.2|. Reported procedure: To a solution of 5-[2-(4-Fluoro-phenyl)-6-(methanesulfonyl-methyl-amino)-3-ethylcarbamoyl-furo[2,3-b]pyridin-5-yl]-pentanoic acid ethyl ester (3.0 mg) in MeOH (0.5 ml) is added LiOH (1 M in water, 0.25 ml) and the mixture is refluxed for 1 h, cooled to rt and purified by preparative HPLC to afford the title compound (M+H)+=478.1; Retention time=1.03 min, Method A. Reactants: CC#N, c1ccc2c(c1)CC1OC21, CC(C)(C)OC(=O)N1CCNCC1. The product is CC(C)(C)OC(=O)N1CCN(C2c3ccccc3CC2O)CC1. Reaction SMILES: [CH3:24][C:25]#[N:26].[CH:14]12[CH:15]([CH2:16][c:17]3[cH:18][cH:19][cH:20][cH:21][c:22]31)[O:23]2.[N:1]1([C:7](=[O:8])[O:9][C:10]([CH3:11])([CH3:12])[CH3:13])[CH2:2][CH2:3][NH:4][CH2:5][CH2:6]1>>[N:1]1([C:7](=[O:8])[O:9][C:10]([CH3:11])([CH3:12])[CH3:13])[CH2:2][CH2:3][N:4]([CH:14]2[CH:15]([OH:23])[CH2:16][c:17]3[cH:18][cH:19][cH:20][cH:21][c:22]32)[CH2:5][CH2:6]1. RXN SMILES: [BH4-:25].[CH3:22][CH2:23][OH:24].[ClH:27].[Na+:26].[OH2:28].[nH:1]1[n:2][n:3][n:4][c:5]1-[c:6]1[cH:7][c:8]2[c:9]([cH:20][cH:21]1)[O:10][CH2:11][c:12]1[c:13]([cH:16][cH:17][cH:18][cH:19]1)[C:14]2=[O:15]>>[n:1]1[n:2][n:3][nH:4][c:5]1-[c:6]1[cH:7][c:8]2[c:9]([cH:20][cH:21]1)[O:10][CH2:11][c:12]1[c:13]([cH:16][cH:17][cH:18][cH:19]1)[CH:14]2[OH:15]. Starting materials: [BH4-], CCO, Cl, [Na+], O, O=C1c2ccccc2COc2ccc(-c3nnn[nH]3)cc21. The product is OC1c2ccccc2COc2ccc(-c3nnn[nH]3)cc21. The reactants are COc1ccc(C(=O)NN)cc1, CC(=O)O, O=C1Nc2ccc(I)cc2C1=O. Product: COc1ccc(C(=O)NN=C2C(=O)Nc3ccc(I)cc32)cc1. As a reaction SMILES: [CH3:13][O:14][c:15]1[cH:16][cH:17][c:18]([C:19](=[O:20])[NH:21][NH2:22])[cH:23][cH:24]1.[CH3:25][C:26](=[O:27])[OH:28].[I:1][c:2]1[cH:3][c:4]2[c:8]([cH:9][cH:10]1)[NH:7][C:6](=[O:11])[C:5]2=[O:12]>>[I:1][c:2]1[cH:3][c:4]2[c:8]([cH:9][cH:10]1)[NH:7][C:6](=[O:11])[C:5]2=[N:22][NH:21][C:19]([c:18]1[cH:17][cH:16][c:15]([O:14][CH3:13])[cH:24][cH:23]1)=[O:20]. The reactants are BrN1C(CCC1=O)=O (1-bromopyrrolidine-2,5-dione), C(C1=CC=CC=C1)(=O)OOC(C1=CC=CC=C1)=O (dibenzoyl peroxide), ClC1=C(C(=CC=C1)I)C (1-chloro-3-iodo-2-methylbenzene). Solvent: C(Cl)(Cl)(Cl)Cl (CCl4). Reaction conditions: temperature 70 celsius. The product is BrCC1=C(C=CC=C1I)Cl (2-(bromomethyl)-1-chloro-3-iodobenzene). The yield is 96.0%. Reaction SMILES: [Cl:1][C:2]1[CH:7]=[CH:6][CH:5]=[C:4]([I:8])[C:3]=1[CH3:9].[Br:10]N1C(=O)CCC1=O.C(OOC(=O)C1C=CC=CC=1)(=O)C1C=CC=CC=1>C(Cl)(Cl)(Cl)Cl>[Br:10][CH2:9][C:3]1[C:4]([I:8])=[CH:5][CH:6]=[CH:7][C:2]=1[Cl:1]. Reported procedure: A mixture of 1-chloro-3-iodo-2-methylbenzene (11 g, 44 mmol) in 60 mL CCl4 was stirred at 70° C. and treated with 1-bromopyrrolidine-2,5-dione (12 g, 65 mmol) and dibenzoyl peroxide (1.1 g, 4.4 mmol) slowly. The resulting mixture was refluxed for 15 hours. The mixture was cooled to room temperature, filtered through a plug of Celite, and washed with 10% EtOAc/hexane. The organic was concentrated and purified by column chromatography (0-10% EtOAc/hexane) to give 14 g pink solid.